Dataset: the Open Reaction Database (ORD), a public repository of structured organic reaction records. Task: describe an organic reaction: reactants, conditions, products, and yield Reactants: NC(=O)c1cc(F)ccc1Br, COC(OC)N(C)C, CO. Product: CN(C)C=NC(=O)c1cc(F)ccc1Br. Reaction SMILES: [Br:1][c:2]1[c:3]([C:4](=[O:5])[NH2:6])[cH:7][c:8]([F:11])[cH:9][cH:10]1.[CH3:12][O:13][CH:14]([N:15]([CH3:16])[CH3:17])[O:18][CH3:19].[CH3:20][OH:21]>>[Br:1][c:2]1[c:3]([C:4](=[O:5])[N:6]=[CH:14][N:15]([CH3:16])[CH3:17])[cH:7][c:8]([F:11])[cH:9][cH:10]1. Reactants: (2R,3S)-2-(4′-Methoxy-biphenyl-4-sulfonylamino)-3-(4-methyl-benzyloxy)-3-thiazol-2-propionic acid, COC([C@@H]([C@@H](C=1SC=CN1)OCC1=CC=C(C=C1)C)NS(=O)(=O)C1=CC=C(C=C1)C1=CC=C(C=C1)OC)=O ((2R,3S)-2-(4′-methoxy-biphenyl-4-sulfonylamino)-3-(4-methyl-benzyloxy)-3-thiazol-2-yl-propionic acid methyl ester), Cl (HCl), [OH-].[Li+] (lithium hydroxide). The solvent is O.CO.C1CCOC1 (water methanol THF). Conditions: time 8 hour. Product: COC1=CC=C(C=C1)C1=CC=C(C=C1)S(=O)(=O)N[C@@H](C(=O)O)[C@@H](C=1SC=CN1)OCC1=CC=C(C=C1)C ((2R,3S)-2-(4′ -Methoxy-biphenyl-4-sulfonylamino)-3-(4-methyl-benzyloxy)-3-thiazol-2-yl-propionic Acid). As a reaction SMILES: C[O:2][C:3](=[O:38])[C@H:4]([NH:20][S:21]([C:24]1[CH:29]=[CH:28][C:27]([C:30]2[CH:35]=[CH:34][C:33]([O:36][CH3:37])=[CH:32][CH:31]=2)=[CH:26][CH:25]=1)(=[O:23])=[O:22])[C@H:5]([O:11][CH2:12][C:13]1[CH:18]=[CH:17][C:16]([CH3:19])=[CH:15][CH:14]=1)[C:6]1[S:7][CH:8]=[CH:9][N:10]=1.[OH-].[Li+].Cl>O.CO.C1COCC1>[CH3:37][O:36][C:33]1[CH:32]=[CH:31][C:30]([C:27]2[CH:26]=[CH:25][C:24]([S:21]([NH:20][C@H:4]([C@H:5]([O:11][CH2:12][C:13]3[CH:14]=[CH:15][C:16]([CH3:19])=[CH:17][CH:18]=3)[C:6]3[S:7][CH:8]=[CH:9][N:10]=3)[C:3]([OH:38])=[O:2])(=[O:23])=[O:22])=[CH:29][CH:28]=2)=[CH:35][CH:34]=1 |f:1.2,4.5.6|. Reported procedure: (2R,3S)-2-(4′-Methoxy-biphenyl-4-sulfonylamino)-3-(4-methyl-benzyloxy)-3-thiazol-2-propionic acid. The (2R,3S)-2-(4′-methoxy-biphenyl-4-sulfonylamino)-3-(4-methyl-benzyloxy)-3-thiazol-2-yl-propionic acid methyl ester 1f (550 mg, 1.00 mmol) is dissolved in water/methanol/THF (5 mL/5mL/5mL) and then lithium hydroxide (1 g, excess) is added. The resulting mixture is stirred overnight at room temperature. The reaction is acidified with 1N HCl and then the product precipitates out of solution to form... Reactants: CN(C)C=O, CCN(C(C)C)C(C)C, CC(C)(C)OC(=O)N1CCC(CN)CC1, CCc1cn2c(N)c(Cl)cc(C(=O)O)c2n1. The product is CCc1cn2c(N)c(Cl)cc(C(=O)NCC3CCN(C(=O)OC(C)(C)C)CC3)c2n1. RXN SMILES: [CH3:41][N:42]([CH3:43])[CH:44]=[O:45].[CH:32]([N:33]([CH:34]([CH3:35])[CH3:36])[CH2:37][CH3:38])([CH3:39])[CH3:40].[NH2:17][CH2:18][CH:19]1[CH2:20][CH2:21][N:22]([C:25](=[O:26])[O:27][C:28]([CH3:29])([CH3:30])[CH3:31])[CH2:23][CH2:24]1.[NH2:1][c:2]1[c:3]([Cl:16])[cH:4][c:5]([C:13](=[O:14])[OH:15])[c:6]2[n:7]1[cH:8][c:9]([CH2:11][CH3:12])[n:10]2>>[NH2:1][c:2]1[c:3]([Cl:16])[cH:4][c:5]([C:13](=[O:15])[NH:17][CH2:18][CH:19]2[CH2:20][CH2:21][N:22]([C:25](=[O:26])[O:27][C:28]([CH3:29])([CH3:30])[CH3:31])[CH2:23][CH2:24]2)[c:6]2[n:7]1[cH:8][c:9]([CH2:11][CH3:12])[n:10]2. Starting materials: C([O-])([O-])=O.[K+].[K+] (potassium carbonate), FC1=CC=C(C=C1)C(CCCN1CCN(CC1)CC1CO1)C1=CC=C(C=C1)F (1-[4,4-bis(4-fluorophenyl)butyl]-4-(2,3-epoxypropyl)piperazine), C(C1=CC=CC=C1)N (benzylamine). The solvent is CN(C)C=O (DMF). The product is FC1=CC=C(C=C1)C(CCCN1CCN(CC1)CC(CNCC1=CC=CC=C1)O)C1=CC=C(C=C1)F (1-[4,4-Bis(4-fluorophenyl)butyl]-4-(2-hydroxy-3-phenylmethylaminopropyl)piperazine). Yield: 10.1%. Reaction SMILES: [F:1][C:2]1[CH:7]=[CH:6][C:5]([CH:8]([C:22]2[CH:27]=[CH:26][C:25]([F:28])=[CH:24][CH:23]=2)[CH2:9][CH2:10][CH2:11][N:12]2[CH2:17][CH2:16][N:15]([CH2:18][CH:19]3[O:21][CH2:20]3)[CH2:14][CH2:13]2)=[CH:4][CH:3]=1.[CH2:29]([NH2:36])[C:30]1[CH:35]=[CH:34][CH:33]=[CH:32][CH:31]=1.C(=O)([O-])[O-].[K+].[K+]>CN(C=O)C>[F:1][C:2]1[CH:7]=[CH:6][C:5]([CH:8]([C:22]2[CH:23]=[CH:24][C:25]([F:28])=[CH:26][CH:27]=2)[CH2:9][CH2:10][CH2:11][N:12]2[CH2:17][CH2:16][N:15]([CH2:18][CH:19]([OH:21])[CH2:20][NH:36][CH2:29][C:30]3[CH:35]=[CH:34][CH:33]=[CH:32][CH:31]=3)[CH2:14][CH2:13]2)=[CH:4][CH:3]=1 |f:2.3.4|. Procedure details: 3.86 g (0.01 mol) of 1-[4,4-bis(4-fluorophenyl)butyl]-4-(2,3-epoxypropyl)piperazine and 1 g (0.01 mol) of benzylamine were refluxed with heating together with 200 ml of DMF for 24 hours in the presence of a catalytic amount of an alkali such as potassium carbonate. DMF was distilled off under reduced pressure, and a residue was extracted with ethyl acetate. After washing with water and drying, the ethyl acetate was distilled off under reduced pressure to obtain 5 g of a crude subject compound of...